This data is from the Open Reaction Database (ORD), a public repository of structured organic reaction records. The task is: describe an organic reaction: reactants, conditions, products, and yield Procedure: A mixture of a 10% solution of sodium bisulfite (24 g, 230 mmol) and 3-nitrobenzaldehyde (27 g, 178 mmol) was combined in a 1L flask with 75 mL ether and 100 ml THF. The resulting reaction mixture was cooled in an ice-water bath to 10° C. and a solution of potassium cyanide (15 g, 130 mmol) in 75 mL water was added over a period of a half-hour while stirring. The reaction mixture was stirred at 15° C. for 1 hour. The organic layers were separated and the aqueous phase was extracted with ether (2... The solvent is C1CCOC1 (THF), O (water). The product is [N+](=O)([O-])C=1C=C(C=CC1)C(C#N)O ((3-nitrophenyl)(hydroxy)acetonitrile). The reactants are solution, S([O-])(O)=O.[Na+] (sodium bisulfite), [N+](=O)([O-])C=1C=C(C=O)C=CC1 (3-nitrobenzaldehyde), 1L, CCOCC (ether), [C-]#N.[K+] (potassium cyanide). Reaction SMILES: S(=O)(O)[O-].[Na+].[N+:6]([C:9]1[CH:10]=[C:11]([CH:14]=[CH:15][CH:16]=1)[CH:12]=[O:13])([O-:8])=[O:7].CCOCC.[C-:22]#[N:23].[K+]>O.C1COCC1>[N+:6]([C:9]1[CH:10]=[C:11]([CH:12]([OH:13])[C:22]#[N:23])[CH:14]=[CH:15][CH:16]=1)([O-:8])=[O:7] |f:0.1,4.5|. The yield is 125.4%. Conditions: temperature 10 celsius. The reactants are N1N=C(C=C1)C(=O)O (1H-pyrazole-3-carboxylic acid), C(C)(C)N(CC)C(C)C (diisopropylethylamine), C(C)OC([C@@H](C[C@@H](CC1=CC=C(C=C1)C1=CC=CC=C1)N=C=O)C)=O ((2R,4S)-5-biphenyl-4-yl-4-isocyanato-2-methyl-pentanoic acid ethyl ester). Solvent: CN(C)C=O (DMF), CN(C)C=O (DMF). Conditions: time 18 hour. Yields the product C1(=CC=C(C=C1)C[C@H](C[C@@H](C)C(=O)OCC)NC(=O)N1N=C(C=C1)C(=O)O)C1=CC=CC=C1 (1-((1S,3R)-1-Biphenyl-4-ylmethyl-3-ethoxycarbonyl-butylcarbamoyl)-1H-pyrazole-3-carboxylic acid). As a reaction SMILES: [NH:1]1[CH:5]=[CH:4][C:3]([C:6]([OH:8])=[O:7])=[N:2]1.C(N(C(C)C)CC)(C)C.[CH2:18]([O:20][C:21](=[O:42])[C@H:22]([CH3:41])[CH2:23][C@H:24]([N:38]=[C:39]=[O:40])[CH2:25][C:26]1[CH:31]=[CH:30][C:29]([C:32]2[CH:37]=[CH:36][CH:35]=[CH:34][CH:33]=2)=[CH:28][CH:27]=1)[CH3:19]>CN(C=O)C>[C:29]1([C:32]2[CH:33]=[CH:34][CH:35]=[CH:36][CH:37]=2)[CH:28]=[CH:27][C:26]([CH2:25][C@@H:24]([NH:38][C:39]([N:1]2[CH:5]=[CH:4][C:3]([C:6]([OH:8])=[O:7])=[N:2]2)=[O:40])[CH2:23][C@H:22]([C:21]([O:20][CH2:18][CH3:19])=[O:42])[CH3:41])=[CH:31][CH:30]=1. Procedure details: To a vigorously stirred 1:1 mixture of methylene chloride/8% aqueous NaHCO3 (8 mL) at 0° C. is added triphosgene (28.4 mg, 0.096 mmol). After stirring the mixture at 0° C. for 5 minutes, (2R,4S)-4-amino-5-biphenyl-4-yl-2-methyl-pentanoic acid ethyl ester hydrochloride (100 mg, 0.287 mmol) is added and stirring is continued for 15 minutes. The organic phase is separated and dried over sodium sulfate. The solvent is removed under reduced pressure to furnish (2R,4S)-5-biphenyl-4-yl-4-isocyanate-2-m... The product is C1(CCCCC1)NC1=C(C=C2C(C(=CN(C2=C1)C(C)C)OCCCC(=O)OCC)=O)F (ethyl 4-{[7-(cyclohexylamino)-6-fluoro-1-isopropyl-4-oxo-1,4-dihydroquinolin-3-yl]oxy}butanoate). The yield is 71.8%. The reagents and catalysts are [C].[Rh] (rhodium-carbon). The solvent is C(C)O (ethanol). Reaction SMILES: [CH:1]1([NH:7][C:8]2[CH:17]=[C:16]3[C:11]([C:12](=[O:30])[C:13]([O:21][CH2:22]/[CH:23]=[CH:24]/[C:25]([O:27][CH2:28][CH3:29])=[O:26])=[CH:14][N:15]3[CH:18]([CH3:20])[CH3:19])=[CH:10][C:9]=2[F:31])[CH2:6][CH2:5][CH2:4][CH2:3][CH2:2]1.[H][H]>[C].[Rh].C(O)C>[CH:1]1([NH:7][C:8]2[CH:17]=[C:16]3[C:11]([C:12](=[O:30])[C:13]([O:21][CH2:22][CH2:23][CH2:24][C:25]([O:27][CH2:28][CH3:29])=[O:26])=[CH:14][N:15]3[CH:18]([CH3:19])[CH3:20])=[CH:10][C:9]=2[F:31])[CH2:2][CH2:3][CH2:4][CH2:5][CH2:6]1 |f:2.3|. The reactants are C1(CCCCC1)NC1=C(C=C2C(C(=CN(C2=C1)C(C)C)OC/C=C/C(=O)OCC)=O)F (ethyl (2E)-4-{[7-(cyclohexylamino)-6-fluoro-1-isopropyl-4-oxo-1,4-dihydroquinolin-3-yl]oxy}but-2-enoate), [H][H] (hydrogen). Reported procedure: To an 8.0 ml ethanol solution of 280 mg of ethyl (2E)-4-{[7-(cyclohexylamino)-6-fluoro-1-isopropyl-4-oxo-1,4-dihydroquinolin-3-yl]oxy}but-2-enoate was added 28 mg of rhodium-carbon (10%) at room temperature, followed by stirring for 2 hours in an atmosphere of hydrogen. After filtration using celite, the filtrate was evaporated under a reduced pressure, and the residue was purified by silica gel column chromatography to obtain 202 mg of ethyl 4-{[7-(cyclohexylamino)-6-fluoro-1-isopropyl-4-oxo-1,...